From a dataset of the Open Reaction Database (ORD), a public repository of structured organic reaction records. describe an organic reaction: reactants, conditions, products, and yield Yields the product BrC1=C(C=O)C(=CC=C1F)F (2-Bromo-3,6-difluorobenzaldehyde). The solvent is C1CCOC1 (THF), C1CCOC1 (THF). Run at temperature -78 celsius, time 10 minute. The yield is 73.8%. Reported procedure: To solution of diisopropylamine (13.29 mL, 93 mmol) in THF (300 mL) at −78° C., was added n-butyllithium (34.2 mL of 2.5M in hexanes, 85 mmol), dropwise over 10 mins. The mixture was stirred at −78° C. for 15 mins and then 2-bromo-1,4-difluorobenzene (15 g, 78 mmol) in THF (100 mL) was added dropwise over 15 mins maintaining the temperature below −65° C. After stirring for 1 hr at −78° C., N,N-dimethylformamide (6.62 mL, 85 mmol) was added via syringe. The mixture was stirred at −78° C. for 30 m... The reactants are C(C)(C)NC(C)C (diisopropylamine), C(CCC)[Li] (n-butyllithium), BrC1=C(C=CC(=C1)F)F (2-bromo-1,4-difluorobenzene), CN(C=O)C (N,N-dimethylformamide). RXN SMILES: C(NC(C)C)(C)C.C([Li])CCC.[Br:13][C:14]1[CH:19]=[C:18]([F:20])[CH:17]=[CH:16][C:15]=1[F:21].CN(C)[CH:24]=[O:25]>C1COCC1>[Br:13][C:14]1[C:15]([F:21])=[CH:16][CH:17]=[C:18]([F:20])[C:19]=1[CH:24]=[O:25]. The reactants are C(C1CO1)OC1=CC=C(C=C1)OCCC (4-Propoxyphenyl glycidyl ether), CC1=C(C(=CC=C1)C)NCCN (N-(2,6-dimethylphenyl)-ethylenediamine). Reaction conditions: time 3 day. The product is C(CC)OC1=CC=C(OCC(CNCCNC2=C(C=CC=C2C)C)O)C=C1 (1-(4-Propoxyphenoxy)-3-[2-(2,6-dimethylphenylamino)-ethylamino]-propan-2-ol). Reaction SMILES: [CH2:1]([O:5][C:6]1[CH:11]=[CH:10][C:9]([O:12][CH2:13][CH2:14][CH3:15])=[CH:8][CH:7]=1)[CH:2]1[O:4][CH2:3]1.[CH3:16][C:17]1[CH:22]=[CH:21][CH:20]=[C:19]([CH3:23])[C:18]=1[NH:24][CH2:25][CH2:26][NH2:27]>>[CH2:13]([O:12][C:9]1[CH:10]=[CH:11][C:6]([O:5][CH2:1][CH:2]([OH:4])[CH2:3][NH:27][CH2:26][CH2:25][NH:24][C:18]2[C:19]([CH3:23])=[CH:20][CH:21]=[CH:22][C:17]=2[CH3:16])=[CH:7][CH:8]=1)[CH2:14][CH3:15]. Reported procedure: 4.15 g. 4-Propoxyphenyl glycidyl ether and 6.6 g. N-(2,6-dimethylphenyl)-ethylenediamine are left to stand for 3 days at ambient temperature and the reaction mixture then separated by ion exchange chromatography in the manner described in Example 5. There are obtained 4.3 g. (58% of theory) of the desired product in the form of colorless crystals; m.p. 51°-54° C. The corresponding neutral fumarate, after recrystallization from ethanol, melts at 168°-169° C. Reactants: C1(CCCCC1)P(C1=C(C=CC=C1)C=1C(=CC=CC1)N(C)C)C1CCCCC1 (2′-(dicyclohexylphosphino)-N,N-dimethylbiphenyl-2-amine), CC1=C(C(=CC=C1)C)B(O)O ((2,6-dimethylphenyl)boronic acid), BrC1=C(C=CC=C1)C=1C=CC(N(C1)CCCC=1C=C(OCC(=O)OCC)C=CC1)=O (ethyl (3-{3-[5-(2-bromophenyl)-2-oxopyridin-1(2H)-yl]propyl}phenoxy)acetate), CC1=C(C(=CC=C1)C)B(O)O ((2,6-dimethylphenyl)boronic acid), C1(CCCCC1)P(C1=C(C=CC=C1)C=1C(=CC=CC1)N(C)C)C1CCCCC1 (2′-(dicyclohexylphosphino)-N,N-dimethylbiphenyl-2-amine), P(=O)([O-])([O-])[O-].[K+].[K+].[K+] (tripotassium phosphate), Cl (HCl). The reagents and catalysts are C(C)(=O)[O-].[Pd+2].C(C)(=O)[O-] (palladium (II) acetate), C(C)(=O)[O-].[Pd+2].C(C)(=O)[O-] (palladium (II) acetate). Run in C1(=CC=CC=C1)C (toluene). Reaction conditions: temperature 100 celsius, time 40 hour. The product is CC1=C(C(=CC=C1)C)C1=C(C=CC=C1)C=1C=CC(N(C1)CCCC=1C=C(OCC(=O)OCC)C=CC1)=O (ethyl (3-{3-[5-(2′,6′-dimethylbiphenyl-2-yl)-2-oxopyridin-1(2H)-yl]propyl}phenoxy)acetate). The yield is 20.5%. RXN SMILES: Br[C:2]1[CH:7]=[CH:6][CH:5]=[CH:4][C:3]=1[C:8]1[CH:9]=[CH:10][C:11](=[O:30])[N:12]([CH2:14][CH2:15][CH2:16][C:17]2[CH:18]=[C:19]([CH:27]=[CH:28][CH:29]=2)[O:20][CH2:21][C:22]([O:24][CH2:25][CH3:26])=[O:23])[CH:13]=1.[CH3:31][C:32]1[CH:37]=[CH:36][CH:35]=[C:34]([CH3:38])[C:33]=1B(O)O.C1(P(C2CCCCC2)C2C=CC=CC=2C2C(N(C)C)=CC=CC=2)CCCCC1.P([O-])([O-])([O-])=O.[K+].[K+].[K+].Cl>C1(C)C=CC=CC=1.C([O-])(=O)C.[Pd+2].C([O-])(=O)C>[CH3:31][C:32]1[CH:37]=[CH:36][CH:35]=[C:34]([CH3:38])[C:33]=1[C:2]1[CH:7]=[CH:6][CH:5]=[CH:4][C:3]=1[C:8]1[CH:9]=[CH:10][C:11](=[O:30])[N:12]([CH2:14][CH2:15][CH2:16][C:17]2[CH:18]=[C:19]([CH:27]=[CH:28][CH:29]=2)[O:20][CH2:21][C:22]([O:24][CH2:25][CH3:26])=[O:23])[CH:13]=1 |f:3.4.5.6,9.10.11|. Procedure details: A mixture of ethyl (3-{3-[5-(2-bromophenyl)-2-oxopyridin-1(2H)-yl]propyl}phenoxy)acetate (255 mg), (2,6-dimethylphenyl)boronic acid (122 mg), 2′-(dicyclohexylphosphino)-N,N-dimethylbiphenyl-2-amine (26 mg), tripotassium phosphate (345 mg) and palladium (II) acetate (4 mg) in toluene (10 mL) was stirred under N2 gas atmosphere at 100° C. for 40 hours and cooled to ambient temperature. To the mixture was added 2′-(dicyclohexylphosphino)-N,N-dimethylbiphenyl-2-amine (26 mg), (2,6-dimethylphenyl)bor... Starting materials: CCOC(=O)c1cnc(SC)nc1Nc1ccc(Oc2ccnc(C(N)=O)c2)c(F)c1, CCO, O. The product is CCOC(=O)c1cncnc1Nc1ccc(Oc2ccnc(C(N)=O)c2)c(F)c1. Reaction SMILES: [C:1]([NH2:2])(=[O:3])[c:4]1[n:5][cH:6][cH:7][c:8]([O:10][c:11]2[c:12]([F:31])[cH:13][c:14]([NH:17][c:18]3[n:19][c:20]([S:29][CH3:30])[n:21][cH:22][c:23]3[C:24](=[O:25])[O:26][CH2:27][CH3:28])[cH:15][cH:16]2)[cH:9]1.[CH3:32][CH2:33][OH:34].[OH2:35]>>[C:1]([NH2:2])(=[O:3])[c:4]1[n:5][cH:6][cH:7][c:8]([O:10][c:11]2[c:12]([F:31])[cH:13][c:14]([NH:17][c:18]3[n:19][cH:20][n:21][cH:22][c:23]3[C:24](=[O:25])[O:26][CH2:27][CH3:28])[cH:15][cH:16]2)[cH:9]1. The reactants are Cc1[nH]c(=O)c(C#N)c(C)c1-c1ccccc1, [NH4+], [OH-], O, O=P(Cl)(Cl)c1ccccc1. The product is Cc1nc(Cl)c(C#N)c(C)c1-c1ccccc1. Reaction SMILES: [C:1](#[N:2])[c:3]1[c:4](=[O:17])[nH:5][c:6]([CH3:16])[c:7](-[c:10]2[cH:11][cH:12][cH:13][cH:14][cH:15]2)[c:8]1[CH3:9].[NH4+:28].[OH-:29].[OH2:30].[c:18]1([P:19]([Cl:20])(=[O:21])[Cl:26])[cH:22][cH:23][cH:24][cH:25][cH:27]1>>[C:1](#[N:2])[c:3]1[c:4]([Cl:26])[n:5][c:6]([CH3:16])[c:7](-[c:10]2[cH:11][cH:12][cH:13][cH:14][cH:15]2)[c:8]1[CH3:9].